The task is: describe an organic reaction: reactants, conditions, products, and yield. This data is from the Open Reaction Database (ORD), a public repository of structured organic reaction records. Starting materials: N[C@@H](CC(C)C)C(=O)OCC.Cl (H-Leu-OC2H5.HCl), [N-]=[N+]=[N-] (azide), N([C@@H](CO)C(=O)NN)C(=O)OCC1=CC=CC=C1 (Z-Ser-NHNH2), Cl.O1CCOCC1 (hydrochloric acid dioxane), N(=O)OCCC(C)C (isoamyl nitrite). The solvent is C(C)N(CC)CC (triethylamine), CN(C=O)C (dimethylformamide), CN(C=O)C (dimethylformamide), C(C)N(CC)CC (triethylamine), petroleum ether, C(C)OCC (ethyl ether), CN(C=O)C (dimethylformamide), NN (hydrazine). Conditions: temperature -15 celsius, time 20 hour. Product: N([C@@H](CO)C(=O)N[C@@H](CC(C)C)C(=O)NN)C(=O)OCC1=CC=CC=C1 (Z-Ser-Leu-NHNH2). Reaction SMILES: [NH:1]([C:9]([O:11][CH2:12][C:13]1[CH:18]=[CH:17][CH:16]=[CH:15][CH:14]=1)=[O:10])[C@H:2]([C:5]([NH:7]N)=[O:6])[CH2:3][OH:4].Cl.O1CCOCC1.N(OCCC(C)C)=O.[N-]=[N+:35]=[N-:36].N[C@H:38]([C:43](OCC)=[O:44])[CH2:39][CH:40]([CH3:42])[CH3:41].Cl>CN(C)C=O.NN.C(OCC)C.C(N(CC)CC)C>[NH:1]([C:9]([O:11][CH2:12][C:13]1[CH:18]=[CH:17][CH:16]=[CH:15][CH:14]=1)=[O:10])[C@H:2]([C:5]([NH:7][C@H:38]([C:43]([NH:35][NH2:36])=[O:44])[CH2:39][CH:40]([CH3:42])[CH3:41])=[O:6])[CH2:3][OH:4] |f:1.2,5.6|. Reported procedure: 2.54 Grams of Z-Ser-NHNH2 was dissolved in 20 ml of dimethylformamide, and 5.00 ml of 6N-hydrochloric acid/dioxane was added thereto and the mixture was cooled to -15° C., then 1.34 ml of isoamyl nitrite was added under stirring condition. After the reaction mixture shows a negative reaction in hydrazine test, then a cold solution of 1.40 ml of dimethylformamide with 4.20 ml of triethylamine was added drop by drop in small amounts to neutralize the reaction mixture. This reaction mixture contain... Starting materials: C(C=C)(=O)OCCCCCCOC1=CC=C(C=C1)C1=CC=C(C=C1)C=O (4'-(6-acryloxyhexyloxy)biphenyl-4-carboxaldehyde), O.C1(=CC=C(C=C1)S(=O)(=O)O)C (4-toluenesulphonic acid monohydrate), C(C)OC(OCC)OCC (orthoformic acid triethyl ester), C(=O)(OCC)[C@H](O)[C@@H](O)C(=O)OCC (diethyl L-tartrate). The solvent is C1(=CC=CC=C1)C (toluene). Run at time 1 hour. The product is C(C)OC(=O)[C@@H]1OC(O[C@H]1C(=O)OCC)C1=CC=C(C=C1)C1=CC=C(C=C1)OCCCCCCOC(C=C)=O ((4R,5R)-2-[4'-(6-acryloxyhexyloxy)biphenyl-4-yl]-1,3-dioxolane-4,5-dicarboxylic acid diethyl ester). As a reaction SMILES: [C:1]([O:5][CH2:6][CH2:7][CH2:8][CH2:9][CH2:10][CH2:11][O:12][C:13]1[CH:18]=[CH:17][C:16]([C:19]2[CH:24]=[CH:23][C:22]([CH:25]=[O:26])=[CH:21][CH:20]=2)=[CH:15][CH:14]=1)(=[O:4])[CH:2]=[CH2:3].C(OC(OCC)OCC)C.[C:37]([C@@H:42]([C@H:44]([C:46]([O:48][CH2:49][CH3:50])=[O:47])O)[OH:43])([O:39][CH2:40][CH3:41])=[O:38].O.C1(C)C=CC(S(O)(=O)=O)=CC=1>C1(C)C=CC=CC=1>[CH2:49]([O:48][C:46]([C@H:44]1[C@H:42]([C:37]([O:39][CH2:40][CH3:41])=[O:38])[O:43][CH:25]([C:22]2[CH:23]=[CH:24][C:19]([C:16]3[CH:15]=[CH:14][C:13]([O:12][CH2:11][CH2:10][CH2:9][CH2:8][CH2:7][CH2:6][O:5][C:1](=[O:4])[CH:2]=[CH2:3])=[CH:18][CH:17]=3)=[CH:20][CH:21]=2)[O:26]1)=[O:47])[CH3:50] |f:3.4|. Reported procedure: A solution of 0.706 g of 4'-(6-acryloxyhexyloxy)biphenyl-4-carboxaldehyde, 1 ml of orthoformic acid triethyl ester, 0.7 ml of diethyl L-tartrate, 27 mg of BHT, 6.8 mg of 4-toluenesulphonic acid monohydrate and 10 ml of toluene was allowed to stand for 1 hour at room temperature, then heated for 2.5 hours to boiling, the solvent being distilled off and replaced by fresh toluene. After the addition of 3 drops of triethylamine and cooling, it was diluted with diethyl ether, washed with water, dried... The reactants are [Na] (sodium), C1CC2=CC=CC=C2C(=O)C1 (α-Tetralone), C(C)(C)(C)OC(N(C)C)N(C)C (t-butoxy bis(dimethylamino)methane), Cl.NC(=N)N (guanidine hydrochloride), [Na] (sodium), Cl.NC(=N)N (guanidine hydrochloride), [Na] (sodium). Solvent: C(C)O (ethanol). Run at time 24 hour. The product is N1=C(N=CC=2CCC3=C(C12)C=CC=C3)N (5,6-dihydrobenzo[h]quinazolin-2-amine). Reaction SMILES: [CH2:1]1[CH2:11][C:9](=O)[C:8]2[C:3](=[CH:4][CH:5]=[CH:6][CH:7]=2)[CH2:2]1.C(O[CH:17]([N:21]([CH3:23])C)[N:18](C)C)(C)(C)C.Cl.[NH2:25]C(N)=N.[Na]>C(O)C>[N:25]1[C:9]2[C:8]3[CH:7]=[CH:6][CH:5]=[CH:4][C:3]=3[CH2:2][CH2:1][C:11]=2[CH:23]=[N:21][C:17]=1[NH2:18] |f:2.3,^1:28|. Reported procedure: α-Tetralone (5.00 g, 34.2 mmol) was heated with t-butoxy bis(dimethylamino)methane (5.96 g, 34.2 mMol) at 90° C. overnight. The solvent was removed under vacuum to give a brown oil. The oil was dissolved in anhydrous ethanol (80 mL) and treated with guanidine hydrochloride (6.53 g, 68.4 mmol) and sodium metal (1.64 g, 71.3 mmol). After the sodium dissolved, the mixture was heated under reflux for 46 h. The mixture was cooled to ambient temperature and guanidine hydrochloride (1.00 g) and sodium ... Reactants: C(C)OC(=O)CCCCCCCN1C(=NC(=C1C1=CC=CC=C1)C1=CC=CC=C1)C1=CC=CC=C1 (1-(7-ethoxycarbonylheptyl)-2,4,5-triphenyl-imidazole), [OH-].[Na+] (sodium hydroxide). Solvent: C(C)O (ethanol). Product: C(=O)(O)CCCCCCCN1C(=NC(=C1C1=CC=CC=C1)C1=CC=CC=C1)C1=CC=CC=C1 (1-(7-carboxyheptyl)-2,4,5-triphenylimidazole). Yield: 76.4%. RXN SMILES: C([O:3][C:4]([CH2:6][CH2:7][CH2:8][CH2:9][CH2:10][CH2:11][CH2:12][N:13]1[C:17]([C:18]2[CH:23]=[CH:22][CH:21]=[CH:20][CH:19]=2)=[C:16]([C:24]2[CH:29]=[CH:28][CH:27]=[CH:26][CH:25]=2)[N:15]=[C:14]1[C:30]1[CH:35]=[CH:34][CH:33]=[CH:32][CH:31]=1)=[O:5])C.[OH-].[Na+]>C(O)C>[C:4]([CH2:6][CH2:7][CH2:8][CH2:9][CH2:10][CH2:11][CH2:12][N:13]1[C:17]([C:18]2[CH:19]=[CH:20][CH:21]=[CH:22][CH:23]=2)=[C:16]([C:24]2[CH:29]=[CH:28][CH:27]=[CH:26][CH:25]=2)[N:15]=[C:14]1[C:30]1[CH:35]=[CH:34][CH:33]=[CH:32][CH:31]=1)([OH:5])=[O:3] |f:1.2|. Procedure: A mixture of 1-(7-ethoxycarbonylheptyl)-2,4,5-triphenyl-imidazole (13.6 g), 2N aqueous sodium hydroxide (300 ml) and ethanol (200 ml) was heated at reflux for 2.5 h. The ethanol was removed in vacuo and the reaction mixture was acidified with 2N aqueous hydrochloric acid. The aqueous solution was extracted with ethyl acetate (4×200 ml) and the organic extracts were combined, dried over anhydrous magnesium sulphate and evaporated to dryness in vacuo. Recrystallisation from ethanol gave 1-(7-carbo... The reactants are Cl (HCl), [N+](=[N-])=C (diazomethane), COC=1C=C2C(=C(NC2=CC1)C)C=1C=C(C=CC1)Br (3-(5-methoxy-2-methyl-1H-indol-3-yl)bromobenzene), [Li]CCCC (n-BuLi), C(=O)=O (CO2). The solvent is CCOCC (ether), C1CCOC1 (THF). Product: COC=1C=C2C(=C(NC2=CC1)C)C=1C=C(C(=O)OC)C=CC1 (Methyl 3-(5-methoxy-2-methyl-1H-indol-3-yl)benzoate). Reaction SMILES: [CH3:1][O:2][C:3]1[CH:4]=[C:5]2[C:9](=[CH:10][CH:11]=1)[NH:8][C:7]([CH3:12])=[C:6]2[C:13]1[CH:14]=[C:15](Br)[CH:16]=[CH:17][CH:18]=1.[Li]CCCC.[C:25](=[O:27])=[O:26].Cl.[N+](=[CH2:31])=[N-]>C1COCC1.CCOCC>[CH3:1][O:2][C:3]1[CH:4]=[C:5]2[C:9](=[CH:10][CH:11]=1)[NH:8][C:7]([CH3:12])=[C:6]2[C:13]1[CH:14]=[C:15]([CH:16]=[CH:17][CH:18]=1)[C:25]([O:27][CH3:31])=[O:26]. Procedure details: To a -78° C. solution of the bromide (539 mg, 1.7 mmol) from Step 2 in THF (10 mL) was added dropwise n-BuLi (1 .4M, 2.67 mL). After 15 min the mixture was poured over crushed CO2 and allowed to warm up to room temperature. Dilute HCl (25 mL) was added and the product was extracted in ethyl acetate. The organic layer was washed with brine, dried with MgSO4 and the solvents removed to leave a residue which was treated with a slight excess of diazomethane in ether. Removal of the solvent yielded t...